From a dataset of the Open Reaction Database (ORD), a public repository of structured organic reaction records. describe an organic reaction: reactants, conditions, products, and yield Starting materials: C(C)OC(=O)C1=C(N=C(S1)C1=CC=C(C=C1)C(F)(F)F)CN1CCC(CC1)C(F)(F)F (2-(4-trifluoromethyl-phenyl)-4-(4-trifluoromethyl-piperidin-1-ylmethyl)-thiazole-5-carboxylic acid ethyl ester), O (water), solution, [H-].[Al+3].[Li+].[H-].[H-].[H-] (lithium aluminum hydride). Run in O1CCCC1 (tetrahydrofuran), O1CCCC1 (tetrahydrofuran). Reaction conditions: time 1 hour. Product: FC(C1=CC=C(C=C1)C=1SC(=C(N1)CN1CCC(CC1)C(F)(F)F)CO)(F)F ([2-(4-trifluoromethyl-phenyl)-4-(4-trifluoromethyl-piperidin-1-ylmethyl)-thiazol-5-yl]-methanol). The yield is 81.4%. As a reaction SMILES: C([O:3][C:4]([C:6]1[S:10][C:9]([C:11]2[CH:16]=[CH:15][C:14]([C:17]([F:20])([F:19])[F:18])=[CH:13][CH:12]=2)=[N:8][C:7]=1[CH2:21][N:22]1[CH2:27][CH2:26][CH:25]([C:28]([F:31])([F:30])[F:29])[CH2:24][CH2:23]1)=O)C.[H-].[Al+3].[Li+].[H-].[H-].[H-].O>O1CCCC1>[F:20][C:17]([F:18])([F:19])[C:14]1[CH:15]=[CH:16][C:11]([C:9]2[S:10][C:6]([CH2:4][OH:3])=[C:7]([CH2:21][N:22]3[CH2:27][CH2:26][CH:25]([C:28]([F:30])([F:29])[F:31])[CH2:24][CH2:23]3)[N:8]=2)=[CH:12][CH:13]=1 |f:1.2.3.4.5.6|. Procedure details: To a solution of 220 g of 2-(4-trifluoromethyl-phenyl)-4-(4-trifluoromethyl-piperidin-1-ylmethyl)-thiazole-5-carboxylic acid ethyl ester in 2.2 L of tetrahydrofuran at 0° C. was dropwise added 250 mL of a 2M solution of lithium aluminum hydride in tetrahydrofuran. The resulting mixture was stirred for 1 h allowing it to warm up to room temperature then slowly poured into 1 L of cold water and extracted twice with 1.5 L of ethyl acetate. The combined organic extracts were dried over magnesium sul... The reactants are N1C=CC2=CC=C(C=C12)N1CCOCC1 (4-(1H-indol-6-yl)morpholine), CC1=C(C=CC=C1\C=C\[N+](=O)[O-])NC(OCC1=CC=CC=C1)=O ((E)-benzyl 2-methyl-3-(2-nitrovinyl)phenylcarbamate). Solvent: C1CCOC1 (THF). Run at time 8 hour. Product: CC1=C(C=CC=C1C(C[N+](=O)[O-])C1=CNC2=CC(=CC=C12)N1CCOCC1)NC(OCC1=CC=CC=C1)=O (Benzyl 2-methyl-3-(1-(6-morpholino-1H-indol-3-yl)-2-nitroethyl)phenylcarbamate). The yield is 33.7%. Reaction SMILES: [NH:1]1[C:9]2[C:4](=[CH:5][CH:6]=[C:7]([N:10]3[CH2:15][CH2:14][O:13][CH2:12][CH2:11]3)[CH:8]=2)[CH:3]=[CH:2]1.[CH3:16][C:17]1[C:22](/[CH:23]=[CH:24]/[N+:25]([O-:27])=[O:26])=[CH:21][CH:20]=[CH:19][C:18]=1[NH:28][C:29](=[O:38])[O:30][CH2:31][C:32]1[CH:37]=[CH:36][CH:35]=[CH:34][CH:33]=1>C1COCC1>[CH3:16][C:17]1[C:22]([CH:23]([C:3]2[C:4]3[C:9](=[CH:8][C:7]([N:10]4[CH2:15][CH2:14][O:13][CH2:12][CH2:11]4)=[CH:6][CH:5]=3)[NH:1][CH:2]=2)[CH2:24][N+:25]([O-:27])=[O:26])=[CH:21][CH:20]=[CH:19][C:18]=1[NH:28][C:29](=[O:38])[O:30][CH2:31][C:32]1[CH:33]=[CH:34][CH:35]=[CH:36][CH:37]=1. Procedure: A solution of 4-(1H-indol-6-yl)morpholine (1.1132 g, 5.50 mmol) and (E)-benzyl 2-methyl-3-(2-nitrovinyl)phenylcarbamate (2.58 g, 8.26 mmol) in THF (50 mL) was concentrated in vacuo. The residue was melted at 137° C. and stirred overnight. After cooling to room temperature, the crude product was purified by flash chromatography using an ISCO 330 g column (solid loading) eluting with 40-80% EtOAc/hexanes to give the desired product (0.9544 g, 1.855 mmol, 33.7% yield) as a light brown solid. Starting materials: R(+)-2,6 diamino-4,5,6,7-tetrahydro-benzothiazole, S(=O)(=O)(OCCC)C1=CC=C(C)C=C1 (propyl tosylate). Run in CN(C=O)C (dimethyl formamide), CN(C=O)C (DMF). Run at temperature 65 celsius. Product: CC=1C=CC(=CC1)S(=O)(=O)O (P-TSA). Reaction SMILES: [S:1]([C:8]1[CH:14]=[CH:13][C:11]([CH3:12])=[CH:10][CH:9]=1)([O:4]CCC)(=[O:3])=[O:2]>CN(C)C=O>[CH3:12][C:11]1[CH:13]=[CH:14][C:8]([S:1]([OH:4])(=[O:3])=[O:2])=[CH:9][CH:10]=1. Procedure details: A 12 L, three necked flask was equipped with an overhead stirrer, a temperature probe, a heating mantle, a claisen joint, a condenser, and a 500 ml addition funnel. The flask was charged with 250 grams of R(+)-2,6 diamino-4,5,6,7-tetrahydro-benzothiazole (R(+) diamine), followed by 2 L of dimethyl formamide (DMF). Under continuous stirring, the mixture was heated to a temperature of 65° C. The addition funnel was charged with a solution of 386.6 grams propyl tosylate (1.25 molar equivalents) and... Starting materials: CO, CCOC(=O)COc1ccc(C(C)(C)C(F)(F)F)cc1, [Na+], [OH-]. The product is CC(C)(c1ccc(OCC(=O)O)cc1)C(F)(F)F. As a reaction SMILES: [CH3:23][OH:24].[F:1][C:2]([C:3]([CH3:4])([CH3:5])[c:6]1[cH:7][cH:8][c:9]([O:10][CH2:11][C:12](=[O:13])[O:14][CH2:15][CH3:16])[cH:17][cH:18]1)([F:19])[F:20].[Na+:22].[OH-:21]>>[F:1][C:2]([C:3]([CH3:4])([CH3:5])[c:6]1[cH:7][cH:8][c:9]([O:10][CH2:11][C:12](=[O:13])[OH:14])[cH:17][cH:18]1)([F:19])[F:20]. Starting materials: CN1CCN(c2cc(-c3ccc4c(c3)CNCC4)nc(N)n2)CC1, CN1CCOCC1, CN1CCCC1=O, Cl, N#Cc1ccc(F)cc1. Yields the product CN1CCN(c2cc(-c3ccc4c(c3)CN(c3ccc(C#N)cc3)CC4)nc(N)n2)CC1. As a reaction SMILES: [CH3:1][N:2]1[CH2:3][CH2:4][N:5]([c:8]2[n:9][c:10]([NH2:24])[n:11][c:12](-[c:14]3[cH:15][cH:16][c:17]4[c:22]([cH:23]3)[CH2:21][NH:20][CH2:19][CH2:18]4)[cH:13]2)[CH2:6][CH2:7]1.[CH3:35][N:36]1[CH2:37][CH2:38][O:39][CH2:40][CH2:41]1.[CH3:42][N:43]1[CH2:44][CH2:45][CH2:46][C:47]1=[O:48].[ClH:25].[F:26][c:27]1[cH:28][cH:29][c:30]([C:31]#[N:32])[cH:33][cH:34]1>>[CH3:1][N:2]1[CH2:3][CH2:4][N:5]([c:8]2[n:9][c:10]([NH2:24])[n:11][c:12](-[c:14]3[cH:15][cH:16][c:17]4[c:22]([cH:23]3)[CH2:21][N:20]([c:27]3[cH:28][cH:29][c:30]([C:31]#[N:32])[cH:33][cH:34]3)[CH2:19][CH2:18]4)[cH:13]2)[CH2:6][CH2:7]1. Reactants: BrCC(=O)C1=C(C=CC=C1)C (1-bromo-2-(2-methylphenyl)-2-oxoethane), CN1C=NC=C1 (1-methylimidazole). Solvent: C(C)OCC (diethyl ether). The product is [Br-].C[NH+]1CN(C=C1)CC(=O)C1=C(C=CC=C1)C (1-methyl-3-[2-(2-methylphenyl)-2-oxoethyl]-1H-imidazolium bromide). The yield is 33.5%. As a reaction SMILES: [Br:1][CH2:2][C:3]([C:5]1[CH:10]=[CH:9][CH:8]=[CH:7][C:6]=1[CH3:11])=[O:4].[CH3:12][N:13]1[CH:17]=[CH:16][N:15]=[CH:14]1>C(OCC)C>[Br-:1].[CH3:12][NH+:13]1[CH:17]=[CH:16][N:15]([CH2:2][C:3]([C:5]2[CH:10]=[CH:9][CH:8]=[CH:7][C:6]=2[CH3:11])=[O:4])[CH2:14]1 |f:3.4|. Procedure: A solution of 4.22 g (0.02 mol) of 1-bromo-2-(2-methylphenyl)-2-oxoethane, 2.64 g (0.032 mol) of 1-methylimidazole and 60 ml of diethyl ether was stirred at room temperature for approximately 17 hours. The reaction solvent was decanted and the residue was washed with diethyl ether. The residue was dissolved in hot acetonitrile, and the resulting solution was cooled and diluted with diethyl ether. The solid was collected and recrystallized twice from acetonitrile/diethyl ether to afford 1.99 g of...